Dataset: the Open Reaction Database (ORD), a public repository of structured organic reaction records. Task: describe an organic reaction: reactants, conditions, products, and yield Procedure: Carbon tetrabromide (1.52 g) was added to a stirred solution of (4-bromo-7-methoxybenzofuran-2-yl)-methanol (1 g) in dichloromethane (10 ml) at 0° C. under an inert atmosphere. Triphenylphosphine (1.53 g) was then added and the reaction stirred for 1 h. The reaction mixture was preadsorbed onto silica and purified by column chromatography eluting with 25% ethyl acetate in hexane to afford the title compound as a yellow solid (0.78 g). The product is BrC1=CC=C(C2=C1C=C(O2)CBr)OC (4-Bromo-2-bromomethyl-7-methoxy-benzofuran). Yield: 62.7%. Conditions: time 1 hour. The solvent is ClCCl (dichloromethane). As a reaction SMILES: [C:1]([Br:5])(Br)(Br)Br.[Br:6][C:7]1[C:12]2[CH:13]=[C:14](CO)[O:15][C:11]=2[C:10]([O:18][CH3:19])=[CH:9][CH:8]=1.C1(P(C2C=CC=CC=2)C2C=CC=CC=2)C=CC=CC=1>ClCCl>[Br:6][C:7]1[C:12]2[CH:13]=[C:14]([CH2:1][Br:5])[O:15][C:11]=2[C:10]([O:18][CH3:19])=[CH:9][CH:8]=1. The reactants are C(Br)(Br)(Br)Br (Carbon tetrabromide), BrC1=CC=C(C2=C1C=C(O2)CO)OC ((4-bromo-7-methoxybenzofuran-2-yl)-methanol), C1(=CC=CC=C1)P(C1=CC=CC=C1)C1=CC=CC=C1 (Triphenylphosphine).